Dataset: the Open Reaction Database (ORD), a public repository of structured organic reaction records. Task: describe an organic reaction: reactants, conditions, products, and yield Reactants: C(C)(C)OC1=CC=C(C=C1)O (4-isopropoxyphenol), BrC1=CC=C(C=O)C=C1 (4-bromobenzaldehyde), C(=O)([O-])[O-].[K+].[K+] (K2CO3), N1=CC=CC=C1 (pyridine). Reagents/catalysts: [O-2].[Cu+2] (Cu(II) oxide). Run in ClCCl (dichloromethane). The product is C(C)(C)OC1=CC=C(OC2=CC=C(C=O)C=C2)C=C1 (4-(4-isopropoxyphenoxy)benzaldehyde). The yield is 56.2%. Reaction SMILES: [CH:1]([O:4][C:5]1[CH:10]=[CH:9][C:8]([OH:11])=[CH:7][CH:6]=1)([CH3:3])[CH3:2].Br[C:13]1[CH:20]=[CH:19][C:16]([CH:17]=[O:18])=[CH:15][CH:14]=1.C([O-])([O-])=O.[K+].[K+].N1C=CC=CC=1>[O-2].[Cu+2].ClCCl>[CH:1]([O:4][C:5]1[CH:10]=[CH:9][C:8]([O:11][C:13]2[CH:20]=[CH:19][C:16]([CH:17]=[O:18])=[CH:15][CH:14]=2)=[CH:7][CH:6]=1)([CH3:3])[CH3:2] |f:2.3.4,6.7|. Reported procedure: To a mixture of Example 17A (1.50 g, 9.86 mmol), 4-bromobenzaldehyde (2.20 g, 11.9 mmol.), (K2CO3 (2.85 g, 20.6 mmol) and pyridine (50 mL) at 80° C. was added Cu(II) oxide (1.95 g, 24.5 mmol). After the addition, the mixture was refluxed vigorously for 20 hours. After cooling, dichloromethane was added and the mixture was filtered through Celite. The filtrate was concentrated to dryness. The residue was dissolved in ether, which was washed with 10% HCl (2×), 1N NaOH (2×), brine (1×), dried over ... The reactants are CCCCCCCNC(=O)N(C)c1cccc(-c2ccc(CCC(=O)OCC)cn2)c1, CO, CCCCC, CC(=O)O, [Na+], C1CCOC1, [OH-], O. The product is CCCCCCCNC(=O)N(C)c1cccc(-c2ccc(CCC(=O)O)cn2)c1. RXN SMILES: [CH2:3]([CH2:4][CH2:5][CH2:6][CH2:7][CH2:8][CH3:9])[NH:10][C:11]([N:12]([CH3:13])[c:14]1[cH:15][c:16](-[c:20]2[cH:21][cH:22][c:23]([CH2:26][CH2:27][C:28](=[O:29])[O:30][CH2:31][CH3:32])[cH:24][n:25]2)[cH:17][cH:18][cH:19]1)=[O:33].[CH3:34][OH:35].[CH3:42][CH2:43][CH2:44][CH2:45][CH3:46].[CH3:47][C:48](=[O:49])[OH:50].[Na+:2].[O:36]1[CH2:37][CH2:38][CH2:39][CH2:40]1.[OH-:1].[OH2:41]>>[CH2:3]([CH2:4][CH2:5][CH2:6][CH2:7][CH2:8][CH3:9])[NH:10][C:11]([N:12]([CH3:13])[c:14]1[cH:15][c:16](-[c:20]2[cH:21][cH:22][c:23]([CH2:26][CH2:27][C:28](=[O:29])[OH:30])[cH:24][n:25]2)[cH:17][cH:18][cH:19]1)=[O:33].